This data is from the Open Reaction Database (ORD), a public repository of structured organic reaction records. The task is: describe an organic reaction: reactants, conditions, products, and yield Starting materials: BrC=1C(=NC=C(C(=O)NC2=CC=C(C=C2)OC(F)(F)Cl)C1)Cl (5-Bromo-6-chloro-N-(4-(chlorodifluoromethoxy)phenyl)nicotinamide), N1C[C@@H](CC1)O ((R)-pyrrolidin-3-ol), CCN(C(C)C)C(C)C (DIPEA). Solvent: CCOC(=O)C (EtOAc), CC(C)O (iPrOH). Run at temperature 140 celsius, time 1 hour. Yields the product BrC=1C(=NC=C(C(=O)NC2=CC=C(C=C2)OC(F)(F)Cl)C1)N1C[C@@H](CC1)O ((R)-5-Bromo-N-(4-(chlorodifluoromethoxy)phenyl)-6-(3-hydroxypyrrolidin-1-yl)nicotinamide). As a reaction SMILES: [Br:1][C:2]1[C:3](Cl)=[N:4][CH:5]=[C:6]([CH:21]=1)[C:7]([NH:9][C:10]1[CH:15]=[CH:14][C:13]([O:16][C:17]([Cl:20])([F:19])[F:18])=[CH:12][CH:11]=1)=[O:8].[NH:23]1[CH2:27][CH2:26][C@@H:25]([OH:28])[CH2:24]1.CCN(C(C)C)C(C)C>CC(O)C.CCOC(C)=O>[Br:1][C:2]1[C:3]([N:23]2[CH2:27][CH2:26][C@@H:25]([OH:28])[CH2:24]2)=[N:4][CH:5]=[C:6]([CH:21]=1)[C:7]([NH:9][C:10]1[CH:15]=[CH:14][C:13]([O:16][C:17]([Cl:20])([F:19])[F:18])=[CH:12][CH:11]=1)=[O:8]. Reported procedure: 5-Bromo-6-chloro-N-(4-(chlorodifluoromethoxy)phenyl)nicotinamide (Stage 22.2, 206 mg, 0.5 mmol) and (R)-pyrrolidin-3-ol (52.3 mg, 0.6 mmol) were dissolved in iPrOH (1 mL). DIPEA (192 μL, 1.1 mmol) was added and the RM mixture was stirred at 140° C. for 1 h in a sealed vial. After cooling at RT, the RM was dissolved in EtOAc, washed with 0.5 M HCl and brine, dried over Na2SO4 and the solvent was evaporated off under reduced pressure to give a crude product which was purified by flash chromatograp... Reactants: C([O-])([O-])=O.[K+].[K+] (potassium carbonate), BrCC(=O)OC(C)(C)C (tert-butyl bromoacetate), OC1=CC=C(C=C)C=C1 (4-hydroxystyrene), CC(=O)C (acetone), resultant suspension. Reagents/catalysts: [I-].[K+] (potassium iodide). Run in CCOCC (ether). Yields the product C(=C)C1=CC=C(OCC(=O)OC(C)(C)C)C=C1 (tert-butyl 4-vinylphenoxyacetate). Yield: 98.5%. As a reaction SMILES: C(=O)([O-])[O-].[K+].[K+].Br[CH2:8][C:9]([O:11][C:12]([CH3:15])([CH3:14])[CH3:13])=[O:10].[OH:16][C:17]1[CH:24]=[CH:23][C:20]([CH:21]=[CH2:22])=[CH:19][CH:18]=1.CC(C)=O>CCOCC.[I-].[K+]>[CH:21]([C:20]1[CH:23]=[CH:24][C:17]([O:16][CH2:8][C:9]([O:11][C:12]([CH3:15])([CH3:14])[CH3:13])=[O:10])=[CH:18][CH:19]=1)=[CH2:22] |f:0.1.2,7.8|. Procedure: 59.3 g (430 mmol) of potassium carbonate, 0.64 g of potassium iodide, 50.7 g (260 mmol) of tert-butyl bromoacetate and 31.2 g (260 mmol) of 4-hydroxystyrene are mixed with 145 ml of acetone in a 750 ml sulfonation flask. The resultant suspension is refluxed for 100 minutes, cooled, filtered and evaporated. The residue obtained is taken up in 750 ml of ether and washed twice with 100 ml of 1N NaOH solution in each case and then twice with 200 ml of water in each case. The organic phase is separat... Reactants: ClC1=C(C=C(C(=C1)Cl)OC)NC1=C2C(=NC=C1C#N)SC(=C2)I (4-[(2,4-dichloro-5-methoxyphenyl)amino]-2-iodothieno[2,3-b]pyridine-5-carbonitrile), CN1CCN(CC1)CC#C (1-methyl-4-prop-2-ynyl-piperazine). Reagents/catalysts: C=1C=CC(=CC1)[P](C=2C=CC=CC2)(C=3C=CC=CC3)[Pd]([P](C=4C=CC=CC4)(C=5C=CC=CC5)C=6C=CC=CC6)([P](C=7C=CC=CC7)(C=8C=CC=CC8)C=9C=CC=CC9)[P](C=1C=CC=CC1)(C=1C=CC=CC1)C=1C=CC=CC1 (tetrakis(triphenylphosphine)palladium(0)), [Cu](I)I (copper iodide). The solvent is C1=CC=CC=C1 (benzene), C(C)N(CC)CC (triethylamine). Yields the product ClC1=C(C=C(C(=C1)Cl)OC)NC1=C2C(=NC=C1C#N)SC(=C2)C#CCN2CCN(CC2)C (4-[(2,4-dichloro-5-methoxyphenyl)amino]-2-[3-(4-methylpiperazin-1-yl)prop-1-ynyl]thieno[2,3-b]pyridine-5-carbonitrile). The yield is 66.5%. As a reaction SMILES: [Cl:1][C:2]1[CH:7]=[C:6]([Cl:8])[C:5]([O:9][CH3:10])=[CH:4][C:3]=1[NH:11][C:12]1[C:17]([C:18]#[N:19])=[CH:16][N:15]=[C:14]2[S:20][C:21](I)=[CH:22][C:13]=12.[CH3:24][N:25]1[CH2:30][CH2:29][N:28]([CH2:31][C:32]#[CH:33])[CH2:27][CH2:26]1>C1C=CC=CC=1.C(N(CC)CC)C.C1C=CC([P]([Pd]([P](C2C=CC=CC=2)(C2C=CC=CC=2)C2C=CC=CC=2)([P](C2C=CC=CC=2)(C2C=CC=CC=2)C2C=CC=CC=2)[P](C2C=CC=CC=2)(C2C=CC=CC=2)C2C=CC=CC=2)(C2C=CC=CC=2)C2C=CC=CC=2)=CC=1.[Cu](I)I>[Cl:1][C:2]1[CH:7]=[C:6]([Cl:8])[C:5]([O:9][CH3:10])=[CH:4][C:3]=1[NH:11][C:12]1[C:17]([C:18]#[N:19])=[CH:16][N:15]=[C:14]2[S:20][C:21]([C:33]#[C:32][CH2:31][N:28]3[CH2:29][CH2:30][N:25]([CH3:24])[CH2:26][CH2:27]3)=[CH:22][C:13]=12 |^1:50,52,71,90|. Procedure details: A mixture of 4-[(2,4-dichloro-5-methoxyphenyl)amino]-2-iodothieno[2,3-b]pyridine-5-carbonitrile (160 mg, 0.34 mmol), 1-methyl-4-prop-2-ynyl-piperazine (70 mg, 0.5 mmol), 15 mg of tetrakis(triphenylphosphine)palladium(0) and copper iodide (8 mg, 0.016 mmol) in 7 mL of benzene and 2 mL of triethylamine is heated at reflux for 7 hours. The reaction mixture is cooled to room temperature and partitioned between water and dichloromethane. The organic layer is dried over magnesium sulfate, filtered and... Reactants: [OH-].[Na+] (sodium hydroxide), CC(=O)C (acetone), Cl.Cl.OC(CN)(CN)C1=CC=CC=C1 (2-hydroxy-2-phenylpropane-1,3-diamine dihydrochloride). Solvent: O (water). Reaction conditions: time 8 hour. Yields the product CC1(NCC(CN1)(C1=CC=CC=C1)O)C (2,2-dimethyl-5-hydroxy-5-phenyl-1,2,3,4,5,6-hexahydropyrimidine). Isolated yield 68.5%. As a reaction SMILES: Cl.Cl.[OH:3][C:4]([C:9]1[CH:14]=[CH:13][CH:12]=[CH:11][CH:10]=1)([CH2:7][NH2:8])[CH2:5][NH2:6].[OH-].[Na+].[CH3:17][C:18]([CH3:20])=O>O>[CH3:17][C:18]1([CH3:20])[NH:8][CH2:7][C:4]([OH:3])([C:9]2[CH:14]=[CH:13][CH:12]=[CH:11][CH:10]=2)[CH2:5][NH:6]1 |f:0.1.2,3.4|. Procedure details: 4.4 g (0.01841 mol) of the dihydrochloride obtained in stage (c) above are dissolved in 50 ml of water. 2.2 g of sodium hydroxide pellets and 3 ml of acetone are added. The mixture is left to stand overnight at room temperature (15°-20° C.) and extracted with 3×100 ml of CHCl3, and the chloroform phase is washed with 30 ml of water, dried over MgSO4 and then filtered to remove MgSO4. The filtrate is evaporated to dryness; recrystallization from petroleum ether (fraction boiling at 45°-60° C.) gi... Starting materials: COC(=O)c1ccc(OCCc2c(C=CC(=O)O)n(C(c3ccccc3)c3ccccc3)c3ccc(Cl)cc23)cc1, CO. The product is COC(=O)c1ccc(OCCc2c(CCC(=O)O)n(C(c3ccccc3)c3ccccc3)c3ccc(Cl)cc23)cc1. Reaction SMILES: [CH3:1][O:2][C:3]([c:4]1[cH:5][cH:6][c:7]([O:10][CH2:11][CH2:12][c:13]2[c:14]([CH:36]=[CH:37][C:38](=[O:39])[OH:40])[n:15]([CH:23]([c:24]3[cH:25][cH:26][cH:27][cH:28][cH:29]3)[c:30]3[cH:31][cH:32][cH:33][cH:34][cH:35]3)[c:16]3[cH:17][cH:18][c:19]([Cl:22])[cH:20][c:21]23)[cH:8][cH:9]1)=[O:41].[CH3:42][OH:43]>>[CH3:1][O:2][C:3]([c:4]1[cH:5][cH:6][c:7]([O:10][CH2:11][CH2:12][c:13]2[c:14]([CH2:36][CH2:37][C:38](=[O:39])[OH:40])[n:15]([CH:23]([c:24]3[cH:25][cH:26][cH:27][cH:28][cH:29]3)[c:30]3[cH:31][cH:32][cH:33][cH:34][cH:35]3)[c:16]3[cH:17][cH:18][c:19]([Cl:22])[cH:20][c:21]23)[cH:8][cH:9]1)=[O:41]. RXN SMILES: [N:1]1[CH:6]=[CH:5][CH:4]=[CH:3][C:2]=1[CH:7]([CH3:10])[CH:8]=[O:9].[CH:11]1(C(=O)C(C)(C2C=CC=CC=2)CC=O)CCCCC1>>[N:1]1[CH:6]=[CH:5][CH:4]=[CH:3][C:2]=1[CH:7]([CH2:10][CH3:11])[CH:8]=[O:9]. Procedure: Scheme VI, steps A-D: 4-Cyclohexyl-3-methyl-4-oxo-3-(2-pyridylbutyraldehyde is prepared from 2-(2-pyridyl)-propanaldehyde in a manner analogous to the procedure described in example 7 for the preparation of 4-cyclohexyl-3-methyl-4-oxo-3-phenylbutyraldehyde. Reactants: N1=C(C=CC=C1)C(C=O)C (2-(2-pyridyl)-propanaldehyde), C1(CCCCC1)C(C(CC=O)(C1=CC=CC=C1)C)=O (4-cyclohexyl-3-methyl-4-oxo-3-phenylbutyraldehyde). Product: N1=C(C=CC=C1)C(C=O)CC (2-pyridylbutyraldehyde). Reactants: C(C=C)Br (allyl bromide), FC1=CC=2C3=C(N(C2C=C1)C1=CC=C(C=C1)F)CCNCC3 (9-fluoro-6-p-fluorophenyl-1,2,3,4,5,6-hexahydro-azepino[4,5-b]indole), C([O-])([O-])=O.[K+].[K+] (potassium carbonate). The solvent is CN(C=O)C (dimethylformamide). Run at temperature 110 celsius, time 2 hour. Product: C(C=C)N1CCC=2N(C=3C=CC(=CC3C2CC1)F)C1=CC=C(C=C1)F (3-Allyl-9-fluoro-6-p-fluorophenyl-1,2,3,4,5,6-hexahydro-azepino[4,5-b]indole). RXN SMILES: [CH2:1](Br)[CH:2]=[CH2:3].[F:5][C:6]1[CH:14]=[CH:13][C:12]2[N:11]([C:15]3[CH:20]=[CH:19][C:18]([F:21])=[CH:17][CH:16]=3)[C:10]3[CH2:22][CH2:23][NH:24][CH2:25][CH2:26][C:9]=3[C:8]=2[CH:7]=1.C(=O)([O-])[O-].[K+].[K+]>CN(C)C=O>[CH2:1]([N:24]1[CH2:25][CH2:26][C:9]2[C:8]3[CH:7]=[C:6]([F:5])[CH:14]=[CH:13][C:12]=3[N:11]([C:15]3[CH:20]=[CH:19][C:18]([F:21])=[CH:17][CH:16]=3)[C:10]=2[CH2:22][CH2:23]1)[CH:2]=[CH2:3] |f:2.3.4|. Procedure: 3.1 ml allyl bromide are added dropwise to 9.0 g of 9-fluoro-6-p-fluorophenyl-1,2,3,4,5,6-hexahydro-azepino[4,5-b]indole and 9 g potassium carbonate in 90 ml dimethylformamide. The mixture is stirred for 2 hours at 110° C., cooled to room temperature, poured onto water, and extracted with ether. The ether extracts are concentrated to give the title compound as a residue. M.p. of the hydrochloride 228°-228° (decomp.).